This data is from the Open Reaction Database (ORD), a public repository of structured organic reaction records. The task is: describe an organic reaction: reactants, conditions, products, and yield The reactants are BrC(Br)(Br)Br, ClCCl, CC(C)(C)OC(=O)N1CCCC1CO, c1ccc(P(c2ccccc2)c2ccccc2)cc1. Product: CC(C)(C)OC(=O)N1CCCC1CBr. As a reaction SMILES: [Br:15][C:16]([Br:17])([Br:18])[Br:19].[Cl:39][CH2:40][Cl:41].[OH:1][CH2:2][CH:3]1[N:4]([C:8](=[O:9])[O:10][C:11]([CH3:12])([CH3:13])[CH3:14])[CH2:5][CH2:6][CH2:7]1.[c:20]1([P:21]([c:22]2[cH:23][cH:24][cH:25][cH:26][cH:27]2)[c:28]2[cH:29][cH:30][cH:31][cH:32][cH:33]2)[cH:34][cH:35][cH:36][cH:37][cH:38]1>>[CH2:2]([CH:3]1[N:4]([C:8](=[O:9])[O:10][C:11]([CH3:12])([CH3:13])[CH3:14])[CH2:5][CH2:6][CH2:7]1)[Br:15]. Reactants: CCCN(CCC)CC(=O)N1c2cc(C)c(C)cc2-n2c(n[nH]c2=O)-c2cccnc21, CN(C)CCCCl, CN(C)C=O, [H-], [Na+], Cc1ccccc1C. Yields the product CCCN(CCC)CC(=O)N1c2cc(C)c(C)cc2-n2c(nn(CCCN(C)C)c2=O)-c2cccnc21. As a reaction SMILES: [CH3:1][c:2]1[cH:3][c:4]2[c:5]([cH:29][c:30]1[CH3:31])[N:6]([C:19]([CH2:20][N:21]([CH2:22][CH2:23][CH3:24])[CH2:25][CH2:26][CH3:27])=[O:28])[c:7]1[c:8]([cH:15][cH:16][cH:17][n:18]1)-[c:9]1[n:10]-2[c:11](=[O:14])[nH:12][n:13]1.[CH3:34][N:35]([CH2:36][CH2:37][CH2:38][Cl:39])[CH3:40].[CH3:41][N:42]([CH3:43])[CH:44]=[O:45].[H-:32].[Na+:33].[c:46]1([CH3:47])[c:48]([CH3:49])[cH:50][cH:51][cH:52][cH:53]1>>[CH3:1][c:2]1[cH:3][c:4]2[c:5]([cH:29][c:30]1[CH3:31])[N:6]([C:19]([CH2:20][N:21]([CH2:22][CH2:23][CH3:24])[CH2:25][CH2:26][CH3:27])=[O:28])[c:7]1[c:8]([cH:15][cH:16][cH:17][n:18]1)-[c:9]1[n:10]-2[c:11](=[O:14])[n:12]([CH2:38][CH2:37][CH2:36][N:35]([CH3:34])[CH3:40])[n:13]1. Starting materials: Cc1c(CBr)sc2c(N3CCOCC3)nc(Cl)nc12, O=C([O-])[O-], CC1CN(S(C)(=O)=O)CC(C)N1, CC#N, [K+], [K+]. The product is Cc1c(CN2C(C)CN(S(C)(=O)=O)CC2C)sc2c(N3CCOCC3)nc(Cl)nc12. RXN SMILES: [Br:13][CH2:14][c:15]1[c:16]([CH3:31])[c:17]2[n:18][c:19]([Cl:30])[n:20][c:21]([N:24]3[CH2:25][CH2:26][O:27][CH2:28][CH2:29]3)[c:22]2[s:23]1.[C:32](=[O:33])([O-:34])[O-:35].[CH3:1][S:2](=[O:3])(=[O:4])[N:5]1[CH2:6][CH:7]([CH3:12])[NH:8][CH:9]([CH3:11])[CH2:10]1.[CH3:38][C:39]#[N:40].[K+:36].[K+:37]>>[CH3:1][S:2](=[O:3])(=[O:4])[N:5]1[CH2:6][CH:7]([CH3:12])[N:8]([CH2:14][c:15]2[c:16]([CH3:31])[c:17]3[n:18][c:19]([Cl:30])[n:20][c:21]([N:24]4[CH2:25][CH2:26][O:27][CH2:28][CH2:29]4)[c:22]3[s:23]2)[CH:9]([CH3:11])[CH2:10]1.